This data is from the Open Reaction Database (ORD), a public repository of structured organic reaction records. The task is: describe an organic reaction: reactants, conditions, products, and yield The reactants are [BH4-].[Na+] (sodium borohydride), ClCC(C(C(=CC1=CC=C(C=C1)Cl)N1N=CN=C1)=O)(C)C (1-chloro-5-(4-chlorophenyl)-2,2-dimethyl-4-(1,2,4-triazol-1-yl)-4-penten-3-one), compound, [Cl-].[Ca+2].[Cl-] (calcium chloride). Run in C(C)(C)O (isopropanol). Run at temperature 25 celsius, time 6 hour. Product: ClCC(C(C(=CC1=CC=C(C=C1)Cl)N1N=CN=C1)O)(C)C (1-chloro-5-(4-chlorophenyl)-2,2-dimethyl-4-(1,2,4-triazol-1-yl)-4-penten-3-ol). Yield: 55.0%. RXN SMILES: [Cl:1][CH2:2][C:3]([CH3:21])([CH3:20])[C:4](=[O:19])[C:5]([N:14]1[CH:18]=[N:17][CH:16]=[N:15]1)=[CH:6][C:7]1[CH:12]=[CH:11][C:10]([Cl:13])=[CH:9][CH:8]=1.[Cl-].[Ca+2].[Cl-].[BH4-].[Na+]>C(O)(C)C>[Cl:1][CH2:2][C:3]([CH3:21])([CH3:20])[CH:4]([OH:19])[C:5]([N:14]1[CH:18]=[N:17][CH:16]=[N:15]1)=[CH:6][C:7]1[CH:8]=[CH:9][C:10]([Cl:13])=[CH:11][CH:12]=1 |f:1.2.3,4.5|. Procedure: 2.0 g (6.13 moles) of the E-isomer of 1-chloro-5-(4-chlorophenyl)-2,2-dimethyl-4-(1,2,4-triazol-1-yl)-4-penten-3-one (the compound of Example 2) and 0.467 g (4.11 mmoles) of calcium chloride were dissolved in 30 ml of isopropanol, and a solution of 0.167 g (4.3 mmoles) of sodium borohydride was added dropwise at -5° C. After 6 hours, the reaction mixture was warmed to 25° C. and concentrated in vacuo. The residue was poured onto water and the mixture was extracted with ethyl acetate. The combine... Starting materials: [N+](=O)([O-])C=1C=C(C=CC1)S(=O)(=O)Cl (3-nitro-benzenesulfonyl chloride), N1[C@H](CO)CCC1 (L-prolinol). Yields the product NC=1C=C(C=CC1)S(=O)(=O)N1[C@@H](CCC1)CO ((S)-[1-(3-Amino-benzenesulfonyl)-pyrrolidin-2-yl]-methanol). Reaction SMILES: [N+:1]([C:4]1[CH:5]=[C:6]([S:10](Cl)(=[O:12])=[O:11])[CH:7]=[CH:8][CH:9]=1)([O-])=O.[NH:14]1[CH2:20][CH2:19][CH2:18][C@H:15]1[CH2:16][OH:17]>>[NH2:1][C:4]1[CH:5]=[C:6]([S:10]([N:14]2[CH2:20][CH2:19][CH2:18][C@H:15]2[CH2:16][OH:17])(=[O:12])=[O:11])[CH:7]=[CH:8][CH:9]=1. Procedure: By subjecting 3-nitro-benzenesulfonyl chloride and L-prolinol in analogous manner to the procedure described in example B.13, the title compound was obtained. Pale-yellow oil. MS (ISP) 257.3 [(M+H)+]. Starting materials: CC(C)C(=O)CN, O=C([O-])O, CCOC(C)=O, O=C(Cl)c1ccc(Cl)cc1, Cl, [Na+], O. The product is CC(C)C(=O)CNC(=O)c1ccc(Cl)cc1. Reaction SMILES: [C:12]([CH:13]([CH3:14])[CH3:15])(=[O:16])[CH2:17][NH2:18].[C:19](=[O:20])([OH:21])[O-:22].[CH3:24][CH2:25][O:26][C:27](=[O:28])[CH3:29].[Cl:1][C:2](=[O:3])[c:4]1[cH:5][cH:6][c:7]([Cl:8])[cH:9][cH:10]1.[ClH:11].[Na+:23].[OH2:30]>>[C:2](=[O:3])([c:4]1[cH:5][cH:6][c:7]([Cl:8])[cH:9][cH:10]1)[NH:18][CH2:17][C:12]([CH:13]([CH3:14])[CH3:15])=[O:16]. The reactants are C(CCC)(=O)C=1C=NC2=C(C=CC=C2C1Cl)C (3-Butyryl-4-chloro-8-methylquinoline), ClC1=C(N)C=CC=C1 (2-chloroaniline). Run in O1CCOCC1 (dioxan). The product is C(CCC)(=O)C=1C=NC2=C(C=CC=C2C1NC1=C(C=CC=C1)Cl)C (3-butyryl-4-(2-chlorophenylamino)-8-methylquinoline). The yield is 45.2%. RXN SMILES: [C:1]([C:6]1[CH:7]=[N:8][C:9]2[C:14]([C:15]=1Cl)=[CH:13][CH:12]=[CH:11][C:10]=2[CH3:17])(=[O:5])[CH2:2][CH2:3][CH3:4].[Cl:18][C:19]1[CH:25]=[CH:24][CH:23]=[CH:22][C:20]=1[NH2:21]>O1CCOCC1>[C:1]([C:6]1[CH:7]=[N:8][C:9]2[C:14]([C:15]=1[NH:21][C:20]1[CH:22]=[CH:23][CH:24]=[CH:25][C:19]=1[Cl:18])=[CH:13][CH:12]=[CH:11][C:10]=2[CH3:17])(=[O:5])[CH2:2][CH2:3][CH3:4]. Reported procedure: 3-Butyryl-4-chloro-8-methylquinoline (2.48 g, 10 mmol) and 2-chloroaniline (1.6 ml, 15 mmol) in dioxan (10 ml) were heated at reflux for 30 minutes, then allowed to cool. The product was filtered off, converted to free base, and recrystallised from methanol to give 3-butyryl-4-(2-chlorophenylamino)-8-methylquinoline (1.53 g), m.p. 130°-131°. Reactants: C(C)C1=C(C=CC=C1B1OC(C(O1)(C)C)(C)C)C1CCNCC1 (4-[2-ethyl-3-(4,4,5,5-tetramethyl-1,3,2-dioxaborolan-2-yl)phenyl]piperidine), C1CCC2=NCCCN2CC1 (DBU), C(C=C)(=O)OCC (ethyl 2-propenoate). The solvent is C(C)#N (Acetonitrile). Conditions: temperature 80 celsius, time 2 hour. Product: C(C)C1=C(C=CC=C1B1OC(C(O1)(C)C)C)C1CCN(CC1)CCC(=O)OCC (ethyl 3-{4-[2-ethyl-3-(4,4,5-trimethyl-1,3,2-dioxaborolan-2-yl)phenyl]-1-piperidinyl}propanoate). Yield: 61.6%. RXN SMILES: [CH2:1]([C:3]1[C:8]([B:9]2[O:13][C:12]([CH3:15])(C)[C:11]([CH3:17])([CH3:16])[O:10]2)=[CH:7][CH:6]=[CH:5][C:4]=1[CH:18]1[CH2:23][CH2:22][NH:21][CH2:20][CH2:19]1)[CH3:2].C1CCN2C(=NCCC2)CC1.[C:35]([O:39][CH2:40][CH3:41])(=[O:38])[CH:36]=[CH2:37]>C(#N)C>[CH2:1]([C:3]1[C:8]([B:9]2[O:10][C:11]([CH3:16])([CH3:17])[CH:12]([CH3:15])[O:13]2)=[CH:7][CH:6]=[CH:5][C:4]=1[CH:18]1[CH2:23][CH2:22][N:21]([CH2:37][CH2:36][C:35]([O:39][CH2:40][CH3:41])=[O:38])[CH2:20][CH2:19]1)[CH3:2]. Procedure details: To a solution of 4-[2-ethyl-3-(4,4,5,5-tetramethyl-1,3,2-dioxaborolan-2-yl)phenyl]piperidine (D119) (80 mg, 0.186 mmol) and DBU (0.034 mL, 0.224 mmol) in Acetonitrile (8 mL) was added ethyl 2-propenoate (57 mg, 0.499 mmol). The solution was sealed and stirred at 80° C. for 2 h. The solution was evaporated in vacuo to afford ethyl 3-{4-[2-ethyl-3-(4,4,5-trimethyl-1,3,2-dioxaborolan-2-yl)phenyl]-1-piperidinyl}propanoate (D123) (46 mg). MS (ES): C24H38BNO4 requires 415.3. found 416.3 (M+H+). Reactants: NC1=C(C(=O)C2=C(C=CC=C2)F)C=CC=C1 (2-amino-2'-fluorobenzophenone), C(=O)(OC(C)(C)C)NC(CC=1SC=CC1)C(=O)O (N-Boc-β-(2-thienyl)-DL-alanine), C1CCC(CC1)N=C=NC2CCCCC2 (DCC). Solvent: C(Cl)Cl (CH2Cl2). Conditions: time 3 day. Product: FC1=C(C=CC=C1)C1=NC(C(NC2=C1C=CC=C2)=O)CC=2SC=CC2 (1,3-Dihydro-5-(2-fluorophenyl)-3(RS)-(2-thienyl)methyl-2H-1,4-benzodiazepin-2-one). As a reaction SMILES: [NH2:1][C:2]1[CH:16]=[CH:15][CH:14]=[CH:13][C:3]=1[C:4]([C:6]1[CH:11]=[CH:10][CH:9]=[CH:8][C:7]=1[F:12])=O.C([NH:24][CH:25]([C:32](O)=[O:33])[CH2:26][C:27]1[S:28][CH:29]=[CH:30][CH:31]=1)(OC(C)(C)C)=O.C1CCC(N=C=NC2CCCCC2)CC1>C(Cl)Cl>[F:12][C:7]1[CH:8]=[CH:9][CH:10]=[CH:11][C:6]=1[C:4]1[C:3]2[CH:13]=[CH:14][CH:15]=[CH:16][C:2]=2[NH:1][C:32](=[O:33])[CH:25]([CH2:26][C:27]2[S:28][CH:29]=[CH:30][CH:31]=2)[N:24]=1. Procedure details: The procedure of Example 1 was carried out using 2-amino-2'-fluorobenzophenone (1.26 gm, 5.86 mmol), N-Boc-β-(2-thienyl)-DL-alanine (1.75 gm, 6.45 mmol), and DCC (6.45 ml of 1.0M solution in CH2Cl2) in CH2Cl2 (25 ml). Filtration, concentration in vacuo and flash chromatography (silica gel, 1% (v/v) Et2O in CH2Cl2) gave a white foam which was deprotected and cyclized by the procedure of Example 2. After stirring 3 days, the mixture was evaporated in vacuo, treated with H2O (50 ml) and extracted w... Starting materials: OC=1C=C(CO)C=CC1 (3-hydroxybenzylalcohol), [OH-].[K+] (KOH), ice, C(C)(=O)OC(C)=O (acetic anhydride). The solvent is O (Water). Reaction conditions: time 3 hour. The product is C(C)(=O)OC1=CC(=CC=C1)CO (3-(Hydroxymethyl)phenyl acetate). Isolated yield 53.7%. As a reaction SMILES: [OH:1][C:2]1[CH:3]=[C:4]([CH:7]=[CH:8][CH:9]=1)[CH2:5][OH:6].[OH-].[K+].[C:12](OC(=O)C)(=[O:14])[CH3:13]>O>[C:12]([O:1][C:2]1[CH:9]=[CH:8][CH:7]=[C:4]([CH2:5][OH:6])[CH:3]=1)(=[O:14])[CH3:13] |f:1.2|. Reported procedure: To a stirred solution of 3-hydroxybenzylalcohol (1.0 g, 8 mmol, 1 equiv.) in 6.4N KOH solution (1.86 ml, 12 mmol, 1.5 equiv.) at r.t., ice (4 g) was added followed by acetic anhydride (0.95 ml, 10 mmol, 1.25 equiv.). The reaction mixture was stirred at r.t. for 3 h. Water (50 ml) was added and the mixture was stirred for 30 min, before extracting with CH2Cl2 (2×50 ml). The combined organic extracts were washed with brine (50 ml), dried (Na2SO4) and evaporated to dryness, under reduced pressure. ... Reaction conditions: time 1 hour. Procedure: To a solution of the compound prepared in Step A (0.13 g, 0.26 mmol) in THF (5 mL) was added Burgess reagent (0.19 g, 0.78 mmol). After 1 h at ambient temperature, the reaction mixture was concentrated to 1 mL in vacuo. The remaining solution was added to saturated aqueous sodium bicarbonate and the resulting mixture was extracted with dichloromethane. The combined organic layers were dried (anhydrous sodium sulfate) and concentrated in vacuo to give the title compound. LC/MS 490.4 (M+1). Reactants: C(C)(C)(C)OC(N[C@@H]([C@@H](C)C1CCC(CC1)(C1=CC=CC=2N1N=CN2)O)C(=O)N2CC(CC2)(F)F)=O (tert-Butyl[(1S,2S)-1-[(3,3-difluoropyrrolidin-1-yl)carbonyl]-2-(4-hydroxy-4-[1,2,4]triazolo[1,5-a]pyridin-5-ylcyclohexyl)propyl]carbamate), CC[N+](CC)(CC)S(=O)(=O)N=C([O-])OC (Burgess reagent). Reaction SMILES: [C:1]([O:5][C:6](=[O:36])[NH:7][C@H:8]([C:27]([N:29]1[CH2:33][CH2:32][C:31]([F:35])([F:34])[CH2:30]1)=[O:28])[C@H:9]([CH:11]1[CH2:16][CH2:15][C:14](O)([C:17]2[N:22]3[N:23]=[CH:24][N:25]=[C:21]3[CH:20]=[CH:19][CH:18]=2)[CH2:13][CH2:12]1)[CH3:10])([CH3:4])([CH3:3])[CH3:2].CC[N+](S(N=C(OC)[O-])(=O)=O)(CC)CC>C1COCC1>[C:1]([O:5][C:6](=[O:36])[NH:7][C@H:8]([C:27]([N:29]1[CH2:33][CH2:32][C:31]([F:35])([F:34])[CH2:30]1)=[O:28])[C@H:9]([CH:11]1[CH2:16][CH2:15][C:14]([C:17]2[N:22]3[N:23]=[CH:24][N:25]=[C:21]3[CH:20]=[CH:19][CH:18]=2)=[CH:13][CH2:12]1)[CH3:10])([CH3:2])([CH3:3])[CH3:4]. Yields the product C(C)(C)(C)OC(N[C@@H]([C@@H](C)C1CC=C(CC1)C1=CC=CC=2N1N=CN2)C(=O)N2CC(CC2)(F)F)=O (tert-Butyl[(1S,2S)-1-[(3,3-difluoropyrrolidin-1-yl)carbonyl]-2-(4-[1,2,4]triazolo[1,5-a]pyridin-5-ylcyclohex-3-en-1-yl)propyl]carbamate). The solvent is C1CCOC1 (THF). The reactants are ClC=1N=NC(=CC1)N1CCN(CC1)CC(=O)N1CCN(CC1)C1CCC1 (3-chloro-6-{4-[2-(4-cyclobutylpiperazin-1-yl)-2-oxoethyl]-piperazin-1-yl}pyridazine), C(CCC)[Sn](C=1SC=CN1)(CCCC)CCCC (2-tributylstannylthiazole). Reagents/catalysts: C=1C=CC(=CC1)[P](C=2C=CC=CC2)(C=3C=CC=CC3)[Pd]([P](C=4C=CC=CC4)(C=5C=CC=CC5)C=6C=CC=CC6)([P](C=7C=CC=CC7)(C=8C=CC=CC8)C=9C=CC=CC9)[P](C=1C=CC=CC1)(C=1C=CC=CC1)C=1C=CC=CC1 (Pd(PPh3)4). The solvent is C1(=CC=CC=C1)C (toluene). Conditions: temperature 120 celsius. The product is C1(CCC1)N1CCN(CC1)C(CN1CCN(CC1)C=1N=NC(=CC1)C=1SC=CN1)=O (3-{4-[2-(4-cyclobutylpiperazin-1-yl)-2-oxoethyl]piperazin-1-yl}-6-(1,3-thiazol-2-yl) pyridazine). RXN SMILES: Cl[C:2]1[N:3]=[N:4][C:5]([N:8]2[CH2:13][CH2:12][N:11]([CH2:14][C:15]([N:17]3[CH2:22][CH2:21][N:20]([CH:23]4[CH2:26][CH2:25][CH2:24]4)[CH2:19][CH2:18]3)=[O:16])[CH2:10][CH2:9]2)=[CH:6][CH:7]=1.C([Sn](CCCC)(CCCC)[C:32]1[S:33][CH:34]=[CH:35][N:36]=1)CCC>C1(C)C=CC=CC=1.C1C=CC([P]([Pd]([P](C2C=CC=CC=2)(C2C=CC=CC=2)C2C=CC=CC=2)([P](C2C=CC=CC=2)(C2C=CC=CC=2)C2C=CC=CC=2)[P](C2C=CC=CC=2)(C2C=CC=CC=2)C2C=CC=CC=2)(C2C=CC=CC=2)C2C=CC=CC=2)=CC=1>[CH:23]1([N:20]2[CH2:21][CH2:22][N:17]([C:15](=[O:16])[CH2:14][N:11]3[CH2:12][CH2:13][N:8]([C:5]4[N:4]=[N:3][C:2]([C:32]5[S:33][CH:34]=[CH:35][N:36]=5)=[CH:7][CH:6]=4)[CH2:9][CH2:10]3)[CH2:18][CH2:19]2)[CH2:26][CH2:25][CH2:24]1 |^1:55,57,76,95|. Procedure: In a sealed tube, dissolve 3-chloro-6-{4-[2-(4-cyclobutylpiperazin-1-yl)-2-oxoethyl]-piperazin-1-yl}pyridazine (100 mg, 0.264 mmol), and 2-tributylstannylthiazole (197 mg, 0.528 mmol), Pd(PPh3)4 (30 mg, 0.262 mmol) in toluene (5 mL). Degas with N2 and seal the tube. Heat the mixture at 120° C. overnight. Cool and filter the solution through Celite. Wash the Celite bed with EtOAc (25 mL). Evaporate the solvent and dissolve the residue in 3N HCl (50 mL). Extract with CH2Cl2 (2×25 mL). Discard thes... Reactants: N1C(=CC2=CC=CC=C12)C(=O)N1CCC(CC1)C(=O)O (1-(1H-indole-2-carbonyl)piperidine-4-carboxylic acid), Cl.C(C)N=C=NCCCN(C)C (N1-((ethylimino)methylene)-N3,N3-dimethylpropane-1,3-diamine hydrochloride), O.N1(N=NC2=C1C=CC=C2)O (1H-benzo[d][1,2,3]triazol-1-ol hydrate), CCN(C(C)C)C(C)C (DIEA), CNCC1=CC=CC=C1 (N-methyl-1-phenylmethanamine). The solvent is O (water), C(C)(=O)OCC (ethyl acetate), C(Cl)Cl (DCM). Conditions: time 10 minute. Yields the product C(C1=CC=CC=C1)N(C(=O)C1CCN(CC1)C(=O)C=1NC2=CC=CC=C2C1)C (N-benzyl-1-(1H-indole-2-carbonyl)-N-methylpiperidine-4-carboxamide). RXN SMILES: [NH:1]1[C:9]2[C:4](=[CH:5][CH:6]=[CH:7][CH:8]=2)[CH:3]=[C:2]1[C:10]([N:12]1[CH2:17][CH2:16][CH:15]([C:18]([OH:20])=O)[CH2:14][CH2:13]1)=[O:11].Cl.C(N=C=NCCCN(C)C)C.O.N1(O)C2C=CC=CC=2N=N1.CCN(C(C)C)C(C)C.[CH3:53][NH:54][CH2:55][C:56]1[CH:61]=[CH:60][CH:59]=[CH:58][CH:57]=1>C(Cl)Cl.O.C(OCC)(=O)C>[CH2:55]([N:54]([CH3:53])[C:18]([CH:15]1[CH2:14][CH2:13][N:12]([C:10]([C:2]2[NH:1][C:9]3[C:4]([CH:3]=2)=[CH:5][CH:6]=[CH:7][CH:8]=3)=[O:11])[CH2:17][CH2:16]1)=[O:20])[C:56]1[CH:61]=[CH:60][CH:59]=[CH:58][CH:57]=1 |f:1.2,3.4|. Procedure details: 1-(1H-indole-2-carbonyl)piperidine-4-carboxylic acid (1.00 g, 3.67 mmol), N1-((ethylimino)methylene)-N3,N3-dimethylpropane-1,3-diamine hydrochloride (1.408 g, 7.34 mmol), and 1H-benzo[d][1,2,3]triazol-1-ol hydrate (1.125 g, 7.34 mmol) were dissolved in DCM (Volume: 10 ml). The reaction was allowed to stir for 10 minutes before adding DIEA (1.283 ml, 7.34 mmol) and N-methyl-1-phenylmethanamine (0.836 ml, 7.34 mmol). The reaction was allowed to stir overnight at room temperature. The reaction was ...